From a dataset of the Open Reaction Database (ORD), a public repository of structured organic reaction records. describe an organic reaction: reactants, conditions, products, and yield Starting materials: C1=CCCCC1, ClC(Cl)Cl, O=S(=O)(O)O, BrCCCc1ccccc1. Product: BrCCCc1ccc(C2CCCCC2)cc1. As a reaction SMILES: [CH2:1]1[CH2:2][CH2:3][CH:4]=[CH:5][CH2:6]1.[Cl:22][CH:23]([Cl:24])[Cl:25].[S:17](=[O:18])(=[O:19])([OH:20])[OH:21].[c:7]1([CH2:13][CH2:14][CH2:15][Br:16])[cH:8][cH:9][cH:10][cH:11][cH:12]1>>[CH2:1]1[CH2:2][CH2:3][CH:4]([c:10]2[cH:9][cH:8][c:7]([CH2:13][CH2:14][CH2:15][Br:16])[cH:12][cH:11]2)[CH2:5][CH2:6]1.